From a dataset of the Open Reaction Database (ORD), a public repository of structured organic reaction records. describe an organic reaction: reactants, conditions, products, and yield Reactants: [Cl-].[NH4+] (ammonium chloride), C (charcoal), ClC=1C=C2C=3C=CN=CC3NC2=C(C1SCCN(C)C)[N+](=O)[O-] ([2-(6-chloro-8-nitro-9H-β-carbolin-7-ylsulfanyl)-ethyl]-dimethyl-amine). Reagents/catalysts: [Fe] (iron). Run in C(C)(=O)OCC (ethyl acetate), C(C)O (ethanol). Run at temperature 60 celsius, time 20 hour. The product is ClC=1C=C2C=3C=CN=CC3NC2=C(C1SCCN(C)C)N (6-chloro-7-(2-dimethylamino-ethylsulfanyl)-9H-β-carbolin-8-ylamine). Isolated yield 107.0%. Reaction SMILES: [Cl:1][C:2]1[CH:3]=[C:4]2[C:12](=[C:13]([N+:21]([O-])=O)[C:14]=1[S:15][CH2:16][CH2:17][N:18]([CH3:20])[CH3:19])[NH:11][C:10]1[CH:9]=[N:8][CH:7]=[CH:6][C:5]2=1.[Cl-].[NH4+].C>C(O)C.C(OCC)(=O)C.[Fe]>[Cl:1][C:2]1[CH:3]=[C:4]2[C:12](=[C:13]([NH2:21])[C:14]=1[S:15][CH2:16][CH2:17][N:18]([CH3:19])[CH3:20])[NH:11][C:10]1[CH:9]=[N:8][CH:7]=[CH:6][C:5]2=1 |f:1.2|. Procedure details: A 50 ml round-bottom flask with a magnetic stirrer was charged with [2-(6-chloro-8-nitro-9H-β-carbolin-7-ylsulfanyl)-ethyl]-dimethyl-amine (106 mg, 0.30 mmol) in 8 ml of anhydrous ethanol. To the resulting orange mixture at RT was added 0.33 M aqueous ammonium chloride (1.95 ml, 0.64 mmol) and iron powder (540 mg, 9.67 mmol). The reaction mixture was heated to 60° C. and stirred vigorously for 20 hr. Next, the mixture was cooled to RT, diluted with ethyl acetate (20 ml) and activated charcoal (c...